Dataset: the Open Reaction Database (ORD), a public repository of structured organic reaction records. Task: describe an organic reaction: reactants, conditions, products, and yield Isolated yield 56.0%. Product: CC1(C(C2=CC=C(C=C2CC1)C1=NC=C(C=C1)NC=1C=NC(=CC1)C(F)(F)F)=O)CC(=O)OCC (Ethyl 2-(2-methyl-1-oxo-6-(5-(6-(trifluoromethyl)pyridin-3-ylamino)pyridin-2-yl)-1,2,3,4-tetrahydronaphthalen-2-yl)acetate). Run at temperature 100 celsius, time 6 hour. Reported procedure: Pd2(dba)3 (0.068 g, 0.074 mmol) and BINAP (0.046 g, 0.074 mmol) were added to a solution of 3G (0.5 g, 1.478 mmol) in 10 mL of toluene under argon atmosphere, followed by cesium carbonate (1.44 g, 4.43 mmol) and 5-bromo-2-(trifluoromethyl)pyridine (0.334 g, 1.478 mmol). The mixture was degassed for 10 min. The reaction mixture was stirred at 100° C. for 6 h and allowed to warm to room temperature. The reaction mixture was diluted with ethyl acetate and water. The separated organic layer was drie... Reaction SMILES: [NH2:1][C:2]1[CH:3]=[CH:4][C:5]([C:8]2[CH:9]=[C:10]3[C:15](=[CH:16][CH:17]=2)[C:14](=[O:18])[C:13]([CH2:20][C:21]([O:23][CH2:24][CH3:25])=[O:22])([CH3:19])[CH2:12][CH2:11]3)=[N:6][CH:7]=1.C(=O)([O-])[O-].[Cs+].[Cs+].Br[C:33]1[CH:34]=[CH:35][C:36]([C:39]([F:42])([F:41])[F:40])=[N:37][CH:38]=1>C1(C)C=CC=CC=1.C1C=CC(/C=C/C(/C=C/C2C=CC=CC=2)=O)=CC=1.C1C=CC(/C=C/C(/C=C/C2C=CC=CC=2)=O)=CC=1.C1C=CC(/C=C/C(/C=C/C2C=CC=CC=2)=O)=CC=1.[Pd].[Pd].C1C=CC(P(C2C(C3C(P(C4C=CC=CC=4)C4C=CC=CC=4)=CC=C4C=3C=CC=C4)=C3C(C=CC=C3)=CC=2)C2C=CC=CC=2)=CC=1>[CH3:19][C:13]1([CH2:20][C:21]([O:23][CH2:24][CH3:25])=[O:22])[CH2:12][CH2:11][C:10]2[C:15](=[CH:16][CH:17]=[C:8]([C:5]3[CH:4]=[CH:3][C:2]([NH:1][C:33]4[CH:38]=[N:37][C:36]([C:39]([F:42])([F:41])[F:40])=[CH:35][CH:34]=4)=[CH:7][N:6]=3)[CH:9]=2)[C:14]1=[O:18] |f:1.2.3,6.7.8.9.10|. Solvent: C1(=CC=CC=C1)C (toluene). The reactants are NC=1C=CC(=NC1)C=1C=C2CCC(C(C2=CC1)=O)(C)CC(=O)OCC (Ethyl 2-(6-(5-aminopyridin-2-yl)-2-methyl-1-oxo-1,2,3,4-tetrahydronaphthalen-2-yl)acetate), C([O-])([O-])=O.[Cs+].[Cs+] (cesium carbonate), BrC=1C=CC(=NC1)C(F)(F)F (5-bromo-2-(trifluoromethyl)pyridine). Reagents/catalysts: C=1C=CC(=CC1)/C=C/C(=O)/C=C/C2=CC=CC=C2.C=1C=CC(=CC1)/C=C/C(=O)/C=C/C2=CC=CC=C2.C=1C=CC(=CC1)/C=C/C(=O)/C=C/C2=CC=CC=C2.[Pd].[Pd] (Pd2(dba)3), C=1C=CC(=CC1)P(C=2C=CC=CC2)C3=CC=C4C=CC=CC4=C3C5=C6C=CC=CC6=CC=C5P(C=7C=CC=CC7)C=8C=CC=CC8 (BINAP). The reactants are CC(C)(C)[Si](C)(C)OCCCBr, Fc1ccc(Cc2cc(-c3ccncc3)n[nH]2)cc1, [H-], [Na+], CN(C)C=O. Product: CC(C)(C)[Si](C)(C)OCCCn1nc(-c2ccncc2)cc1Cc1ccc(F)cc1. Reaction SMILES: [Br:22][CH2:23][CH2:24][CH2:25][O:26][Si:27]([CH3:28])([CH3:29])[C:30]([CH3:31])([CH3:32])[CH3:33].[F:1][c:2]1[cH:3][cH:4][c:5]([CH2:6][c:7]2[cH:8][c:9](-[c:12]3[cH:13][cH:14][n:15][cH:16][cH:17]3)[n:10][nH:11]2)[cH:18][cH:19]1.[H-:21].[Na+:20].[O:34]=[CH:35][N:36]([CH3:37])[CH3:38]>>[F:1][c:2]1[cH:3][cH:4][c:5]([CH2:6][c:7]2[cH:8][c:9](-[c:12]3[cH:13][cH:14][n:15][cH:16][cH:17]3)[n:10][n:11]2[CH2:23][CH2:24][CH2:25][O:26][Si:27]([CH3:28])([CH3:29])[C:30]([CH3:31])([CH3:32])[CH3:33])[cH:18][cH:19]1. Reactants: solution, [OH-].[Li+] (lithium hydroxide), FC=1C=C(C=CC1)C1=CC(=NN1C1=CC=C(C=C1)F)C(=O)OCC (Ethyl 5-(3-fluorophenyl)-1-(4-fluorophenyl)-1H-pyrazole-3-carboxylate). Solvent: O (water), O1CCOCC1 (1,4-dioxane). Run at temperature 50 celsius, time 1 hour. Yields the product FC=1C=C(C=CC1)C1=CC(=NN1C1=CC=C(C=C1)F)C(=O)O (5-(3-Fluorophenyl)-1-(4-fluorophenyl)-1H-pyrazole-3-carboxylic acid). As a reaction SMILES: [F:1][C:2]1[CH:3]=[C:4]([C:8]2[N:12]([C:13]3[CH:18]=[CH:17][C:16]([F:19])=[CH:15][CH:14]=3)[N:11]=[C:10]([C:20]([O:22]CC)=[O:21])[CH:9]=2)[CH:5]=[CH:6][CH:7]=1.[OH-].[Li+]>O1CCOCC1.O>[F:1][C:2]1[CH:3]=[C:4]([C:8]2[N:12]([C:13]3[CH:14]=[CH:15][C:16]([F:19])=[CH:17][CH:18]=3)[N:11]=[C:10]([C:20]([OH:22])=[O:21])[CH:9]=2)[CH:5]=[CH:6][CH:7]=1 |f:1.2|. Procedure details: 23.9 g (72.8 mmol) of the compound of Example 40A are provided in 100 ml of 1,4-dioxane, 100 ml (200 mmol) of a 2N solution of lithium hydroxide in water are added, and the mixture is stirred at 50° C. for 1 h. The mixture is concentrated, the residue is diluted with water, a conc. aqueous hydrogen chloride solution is subsequently added until the pH is acidic, the mixture is extracted with dichloromethane, and the organic phase is dried over magnesium sulfate, filtered and concentrated. The res... Reactants: NCC1=C(N=C(N1CC1=CC=C(C=C1)C1=C(C=CC=C1)C(=O)O)CCCC)Cl (5-aminomethyl-2-n-butyl-1-[(2'-carboxybiphenyl-4-yl)methyl]-4-chloroimidazole), ClC(=O)OCC (ethyl chloroformate). Product: C(CCC)C=1N(C(=C(N1)Cl)CNC(=O)OCC)CC1=CC=C(C=C1)C1=C(C=CC=C1)C(=O)O (2-Butyl-1-[(2'-carboxybiphenyl-4-yl)methyl]-4-chloro-5-(ethoxycarbonylaminomethyl)imidazole). Reaction SMILES: [NH2:1][CH2:2][C:3]1[N:7]([CH2:8][C:9]2[CH:14]=[CH:13][C:12]([C:15]3[CH:20]=[CH:19][CH:18]=[CH:17][C:16]=3[C:21]([OH:23])=[O:22])=[CH:11][CH:10]=2)[C:6]([CH2:24][CH2:25][CH2:26][CH3:27])=[N:5][C:4]=1[Cl:28].Cl[C:30]([O:32][CH2:33][CH3:34])=[O:31]>>[CH2:24]([C:6]1[N:7]([CH2:8][C:9]2[CH:10]=[CH:11][C:12]([C:15]3[CH:20]=[CH:19][CH:18]=[CH:17][C:16]=3[C:21]([OH:23])=[O:22])=[CH:13][CH:14]=2)[C:3]([CH2:2][NH:1][C:30]([O:32][CH2:33][CH3:34])=[O:31])=[C:4]([Cl:28])[N:5]=1)[CH2:25][CH2:26][CH3:27]. Procedure: 2-Butyl-1-[(2'-carboxybiphenyl-4-yl)methyl]-4-chloro-5-(ethoxycarbonylaminomethyl)imidazole was prepared from 5-aminomethyl-2-n-butyl-1-[(2'-carboxybiphenyl-4-yl)methyl]-4-chloroimidazole using ethyl chloroformate and the Schotten-Baumann procedure described in Example 209, Part B: m.p. 144.0°-147.0°. NMR (200 MHz, DMSO-d6) δ12.74 (s, 1H); 7.73 (d, 1H, J=7 Hz); 7.63-7.27 (m, 5H); 7.03 (d, 2H, J=10 Hz); 5.27 (s, 2H); 4.60 (bd, 2H, J=7 Hz); 3.90 (q, 2H, J=7 Hz); 3.34 (s, 2H); 2.47 (t, 2H, J=7 Hz);... Reactants: Br, O, CCOC(=O)N1CCC(C(=O)c2cccs2)CC1. The product is Br, O=C(c1cccs1)C1CCNCC1. Reaction SMILES: [BrH:19].[OH2:20].[s:1]1[c:2]([C:6](=[O:7])[CH:8]2[CH2:9][CH2:10][N:11]([C:14]([O:15][CH2:16][CH3:17])=[O:18])[CH2:12][CH2:13]2)[cH:3][cH:4][cH:5]1>>[BrH:19].[s:1]1[c:2]([C:6](=[O:7])[CH:8]2[CH2:9][CH2:10][NH:11][CH2:12][CH2:13]2)[cH:3][cH:4][cH:5]1.